Dataset: the Open Reaction Database (ORD), a public repository of structured organic reaction records. Task: describe an organic reaction: reactants, conditions, products, and yield The reactants are CCN=C=NCCCN(C)C, CN(C)C=O, Cl, CCOP(=O)(Cc1ccc(N)cc1)OCC, O, O, On1nnc2ccccc21, O=C(O)CCc1cnoc1-c1ccccc1. Product: CCOP(=O)(Cc1ccc(NC(=O)CCc2cnoc2-c2ccccc2)cc1)OCC. As a reaction SMILES: [CH2:45]([N:46]=[C:47]=[N:48][CH2:49][CH2:50][CH2:51][N:52]([CH3:53])[CH3:54])[CH3:55].[CH3:57][N:58]([CH3:59])[CH:60]=[O:61].[ClH:44].[NH2:1][c:2]1[cH:3][cH:4][c:5]([CH2:6][P:7]([O:8][CH2:9][CH3:10])([O:11][CH2:12][CH3:13])=[O:14])[cH:15][cH:16]1.[OH2:33].[OH2:56].[OH:34][n:35]1[c:36]2[cH:37][cH:38][cH:39][cH:40][c:41]2[n:42][n:43]1.[c:17]1(-[c:23]2[c:24]([CH2:28][CH2:29][C:30](=[O:31])[OH:32])[cH:25][n:26][o:27]2)[cH:18][cH:19][cH:20][cH:21][cH:22]1>>[NH:1]([c:2]1[cH:3][cH:4][c:5]([CH2:6][P:7]([O:8][CH2:9][CH3:10])([O:11][CH2:12][CH3:13])=[O:14])[cH:15][cH:16]1)[C:30]([CH2:29][CH2:28][c:24]1[c:23](-[c:17]2[cH:18][cH:19][cH:20][cH:21][cH:22]2)[o:27][n:26][cH:25]1)=[O:31].